Dataset: the Open Reaction Database (ORD), a public repository of structured organic reaction records. Task: describe an organic reaction: reactants, conditions, products, and yield Starting materials: C(=S)=S (carbon disulfide), [Cl-].[Al+3].[Cl-].[Cl-] (aluminum chloride), C(=S)=S (carbon disulfide), ketone, BrC1=C(C=CC=C1)CC(C(=O)Cl)CCCC (3-(2-bromophenyl)-2-1-butylpropionic acid chloride). Reaction conditions: time 1 hour. The product is BrC1=C2CC(C(C2=CC=C1)=O)CC(C)C (4-bromo-2-i-butyl-1-indanone). RXN SMILES: [Cl-].[Al+3].[Cl-].[Cl-].[Br:5][C:6]1[CH:11]=[CH:10][CH:9]=[CH:8][C:7]=1[CH2:12][CH:13]([CH2:17][CH2:18][CH2:19]C)[C:14](Cl)=[O:15].[C:21](=S)=S>>[Br:5][C:6]1[CH:11]=[CH:10][CH:9]=[C:8]2[C:7]=1[CH2:12][CH:13]([CH2:17][CH:18]([CH3:19])[CH3:21])[C:14]2=[O:15] |f:0.1.2.3|. Procedure details: A 500-ml four-necked round flask equipped with a stirrer, a Dimroth condenser, a dropping funnel, a thermometer and a NaOH trap was charged with 20.33 g (152.5 mmol) of anhydrous aluminum chloride and 70 ml of carbon disulfide. To the mixture was added dropwise a solution containing 40.2 g (132.6 mmol) of the above-obtained 3-(2-bromophenyl)-2-1-butylpropionic acid chloride dissolved in 50 ml of carbon disulfide under a nitrogen atmosphere while cooling with ice bath. After the addition was comp...